Dataset: the Open Reaction Database (ORD), a public repository of structured organic reaction records. Task: describe an organic reaction: reactants, conditions, products, and yield The reactants are CN1CC(CCC1C)(C1=CC=CC=C1)N (1,6-Dimethyl-3-phenyl-piperidin-3-ylamine), COC1=C(C(=O)Cl)C(=CC(=C1)C(F)(F)F)SC (2-Methoxy-6-methylsulfanyl-4-trifluoromethyl-benzoyl chloride). The product is CN1CC(CCC1C)(C1=CC=CC=C1)NC(C1=C(C=C(C=C1SC)C(F)(F)F)OC)=O (N-(1,6-Dimethyl-3-phenyl-piperidin-3-yl)-2-methoxy-6-methylsulfanyl-4-trifluoromethyl-benzamide). As a reaction SMILES: [CH3:1][N:2]1[CH:7]([CH3:8])[CH2:6][CH2:5][C:4]([NH2:15])([C:9]2[CH:14]=[CH:13][CH:12]=[CH:11][CH:10]=2)[CH2:3]1.[CH3:16][O:17][C:18]1[CH:26]=[C:25]([C:27]([F:30])([F:29])[F:28])[CH:24]=[C:23]([S:31][CH3:32])[C:19]=1[C:20](Cl)=[O:21]>>[CH3:1][N:2]1[CH:7]([CH3:8])[CH2:6][CH2:5][C:4]([NH:15][C:20](=[O:21])[C:19]2[C:23]([S:31][CH3:32])=[CH:24][C:25]([C:27]([F:30])([F:28])[F:29])=[CH:26][C:18]=2[O:17][CH3:16])([C:9]2[CH:14]=[CH:13][CH:12]=[CH:11][CH:10]=2)[CH2:3]1. Procedure details: In analogy to the procedure described for the synthesis of example 16, the title compound was prepared from 1,6-Dimethyl-3-phenyl-piperidin-3-ylamine and 2-Methoxy-6-methylsulfanyl-4-trifluoromethyl-benzoyl chloride (Example B.6). MS (m/e): 453.2 (M+H). Reactants: CC1=CC=C(OCC2=CC=CC=C2)C=C1 (4-methylphenoxy phenyl methane), CCOCC (ether), O (water), S(O)(O)(=O)=O (sulphuric acid). The solvent is [Cr](=O)(=O)([O-])O[Cr](=O)(=O)[O-].[Na+].[Na+] (sodium dichromate). The product is C(=O)(O)C1=CC=C(OCC2=CC=CC=C2)C=C1 (4-carboxyphenoxy phenyl methane). As a reaction SMILES: [CH3:1][C:2]1[CH:15]=[CH:14][C:5]([O:6][CH2:7][C:8]2[CH:13]=[CH:12][CH:11]=[CH:10][CH:9]=2)=[CH:4][CH:3]=1.S(=O)(=O)(O)[OH:17].CCOCC.[OH2:26]>[Cr](O[Cr]([O-])(=O)=O)([O-])(=O)=O.[Na+].[Na+]>[C:1]([C:2]1[CH:15]=[CH:14][C:5]([O:6][CH2:7][C:8]2[CH:13]=[CH:12][CH:11]=[CH:10][CH:9]=2)=[CH:4][CH:3]=1)([OH:17])=[O:26] |f:4.5.6|. Reported procedure: A mixture of 4-methylphenoxy phenyl methane (2g) was suspended in aqueous sodium dichromate solution (20ml. 50%) and concentrated sulphuric acid (10ml) added dropwise with stirring. The mixture was stirred at room temperature overnight then warmed on a water bath for 1hr. The mixture was cooled, diluted with water and the 4-carboxyphenoxy phenyl methane (m.p. 188°) isolated with ether. Starting materials: C1(=CC=CC=C1)NC1=CC=C(C(=O)OC)C=C1 (Methyl 4-(phenylamino)benzoate), [OH-].[Na+] (NaOH). Solvent: O (water), O1CCOCC1 (dioxane). Reaction conditions: time 8 hour. The product is C1(=CC=CC=C1)NC1=CC=C(C(=O)O)C=C1 (4-(Phenylamino)benzoic acid). Isolated yield 64.0%. RXN SMILES: [C:1]1([NH:7][C:8]2[CH:17]=[CH:16][C:11]([C:12]([O:14]C)=[O:13])=[CH:10][CH:9]=2)[CH:6]=[CH:5][CH:4]=[CH:3][CH:2]=1.[OH-].[Na+]>O.O1CCOCC1>[C:1]1([NH:7][C:8]2[CH:17]=[CH:16][C:11]([C:12]([OH:14])=[O:13])=[CH:10][CH:9]=2)[CH:2]=[CH:3][CH:4]=[CH:5][CH:6]=1 |f:1.2|. Procedure details: Methyl 4-(phenylamino)benzoate (0.080 g; 0.352 mmol) was added to a mixture of NaOH in water (0.6 mL; 2M) and dioxane (0.6 mL) and stirred vigorously at room temperature overnight. The resulting mixture was concentrated in vacuo and extracted with dichloromethane. The aqueous layer was acidified with a solution of hydrogen chloride 6M and the precipitated product was collected by filtration and used without further purifications to yield 0.048 g (64%) of the title compound as a white solid which... Reactants: C(CC)C1=CC=C(C=NO)C=C1 (4-propylbenzaldehyde oxime), ClNC(CCC(=O)N)=O (N-chlorosuccinamide). Solvent: CN(C=O)C (dimethylformamide). Reaction conditions: time 10 minute. Yields the product ON=C(C1=CC=C(C=C1)CCC)Cl (N-Hydroxy-4-propylbenzimidoyl chloride). As a reaction SMILES: [CH2:1]([C:4]1[CH:12]=[CH:11][C:7]([CH:8]=[N:9][OH:10])=[CH:6][CH:5]=1)[CH2:2][CH3:3].[Cl:13]NC(=O)CCC(N)=O>CN(C)C=O>[OH:10][N:9]=[C:8]([Cl:13])[C:7]1[CH:11]=[CH:12][C:4]([CH2:1][CH2:2][CH3:3])=[CH:5][CH:6]=1. Procedure details: To 4-propylbenzaldehyde oxime (1.4 g, 8.58 mmol) in dimethylformamide (3 mL) was added N-chlorosuccinamide (1.145 g, 8.58 mmol) in batches over a period of 10 min. at room temperature. The reaction mixture was stirred at that temperature for an additional 10 min., and partitioned between ethyl acetate (20 mL) and brine (2×20 mL). The ethyl acetate layer was dried over sodium sulfate and purified by silica gel column chromatography using hexane and ethyl acetate. Fractions corresponding to the de... Starting materials: C(C1=CC=CC=C1)(=S)O (thiobenzoic acid), O=C(C=C)N1C(CC2=CC=CC=C12)C(=O)O (2,3-dihydro-1-(1-oxo-2-propenyl)-1H-indole-2-carboxylic acid). The solvent is C(Cl)Cl (methylene chloride), C(Cl)Cl (methylene chloride). Conditions: time 1 hour. The product is C(C1=CC=CC=C1)(=O)SCCC(=O)N1C(CC2=CC=CC=C12)C(=O)O (1-[3-(Benzoylthio)-1-oxo-propyl]-2,3-dihydro-1H-indole-2-carboxylic acid). As a reaction SMILES: [O:1]=[C:2]([N:5]1[C:13]2[C:8](=[CH:9][CH:10]=[CH:11][CH:12]=2)[CH2:7][CH:6]1[C:14]([OH:16])=[O:15])[CH:3]=[CH2:4].[C:17]([OH:25])(=[S:24])[C:18]1[CH:23]=[CH:22][CH:21]=[CH:20][CH:19]=1>C(Cl)Cl>[C:17]([S:24][CH2:4][CH2:3][C:2]([N:5]1[C:13]2[C:8](=[CH:9][CH:10]=[CH:11][CH:12]=2)[CH2:7][CH:6]1[C:14]([OH:16])=[O:15])=[O:1])(=[O:25])[C:18]1[CH:23]=[CH:22][CH:21]=[CH:20][CH:19]=1. Reported procedure: To a stirring mixture of 2,3-dihydro-1-(1-oxo-2-propenyl)-1H-indole-2-carboxylic acid (6.52 g.) and methylene chloride (160 ml.) was added dropwise thiobenzoic acid (95%, 4.36 g.) dissolved in a small amount of methylene chloride. During the addition, the reaction mixture was chilled in ice. The ice bath was removed in 10 minutes after the completion of the addition, but the stirring was continued for 1 hour. The reaction mixture was then immersed in an oil bath maintained at 80° for 2.5 hours. ... Starting materials: O=C(NCCBr)OCc1ccccc1, CCCC[N+](CCCC)(CCCC)CCCC, CN(C)C=O, [Ca+2], [I-], [I-], [K+], O=C([O-])[O-], N#Cc1cccc(O)c1. Product: N#Cc1cccc(OCCNC(=O)OCc2ccccc2)c1. RXN SMILES: [CH2:1]([c:2]1[cH:3][cH:4][cH:5][cH:6][cH:7]1)[O:8][C:9]([NH:10][CH2:11][CH2:12][Br:13])=[O:14].[CH2:32]([N+:33]([CH2:34][CH2:35][CH2:36][CH3:37])([CH2:38][CH2:39][CH2:40][CH3:41])[CH2:42][CH2:43][CH2:44][CH3:45])[CH2:46][CH2:47][CH3:48].[CH3:49][N:50]([CH3:51])[CH:52]=[O:53].[Ca+2:24].[I-:30].[I-:31].[K+:29].[O-:25][C:26](=[O:27])[O-:28].[OH:15][c:16]1[cH:17][c:18]([C:19]#[N:20])[cH:21][cH:22][cH:23]1>>[CH2:1]([c:2]1[cH:3][cH:4][cH:5][cH:6][cH:7]1)[O:8][C:9]([NH:10][CH2:11][CH2:12][O:15][c:16]1[cH:17][c:18]([C:19]#[N:20])[cH:21][cH:22][cH:23]1)=[O:14]. The reactants are CN(/C=C/C(=O)C1=NN(C=CC1=O)C1=CC=CC=C1)C (3-((E)-3-Dimethylamino-acryloyl)-1-phenyl-1H-pyridazin-4-one), FC=1C=C2C(=CC=NC2=CC1)NN ((6-fluoro-quinolin-4-yl)-hydrazine). Yields the product FC=1C=C2C(=CC=NC2=CC1)N1N=CC=C1C1=NN(C=CC1=O)C1=CC=CC=C1 (3-[2-(6-Fluoro-quinolin-4-yl)-2H-pyrazol-3-yl]-1-phenyl-1H-pyridazin-4-one). As a reaction SMILES: C[N:2](C)/[CH:3]=[CH:4]/[C:5]([C:7]1[C:12](=[O:13])[CH:11]=[CH:10][N:9]([C:14]2[CH:19]=[CH:18][CH:17]=[CH:16][CH:15]=2)[N:8]=1)=O.[F:21][C:22]1[CH:23]=[C:24]2[C:29](=[CH:30][CH:31]=1)[N:28]=[CH:27][CH:26]=[C:25]2[NH:32]N>>[F:21][C:22]1[CH:23]=[C:24]2[C:29](=[CH:30][CH:31]=1)[N:28]=[CH:27][CH:26]=[C:25]2[N:32]1[C:5]([C:7]2[C:12](=[O:13])[CH:11]=[CH:10][N:9]([C:14]3[CH:19]=[CH:18][CH:17]=[CH:16][CH:15]=3)[N:8]=2)=[CH:4][CH:3]=[N:2]1. Procedure: The product was obtained starting from 3-((E)-3-Dimethylamino-acryloyl)-1-phenyl-1H-pyridazin-4-one (A-1) and (6-fluoro-quinolin-4-yl)-hydrazine according to the method described for example 1. MS: M=384.1 (M+H)+ Reactants: [OH-].[K+] (potassium hydroxide), FC(CO)(F)F (2,2,2-trifluoroethanol), ClCC#N (chloroacetonitrile). Solvent: CCCCCCC (heptane). Conditions: temperature 25 celsius. The product is FC(COCC#N)(F)F ((2,2,2-Trifluoroethoxy)acetonitrile). As a reaction SMILES: [OH-].[K+].[F:3][C:4]([F:8])([F:7])[CH2:5][OH:6].Cl[CH2:10][C:11]#[N:12]>CCCCCCC>[F:3][C:4]([F:8])([F:7])[CH2:5][O:6][CH2:10][C:11]#[N:12] |f:0.1|. Procedure details: At about 50° C., 26.4 g (0.40 mole) of 85% potassium hydroxide are solubilized in 100 g (1.0 mole) of 2,2,2-trifluoroethanol. After cooling at 25° C., 37.8 g (0.50 mole) of chloroacetonitrile are added dropwise to this solution. The temperature rises slowly to 40° C. and a precipitate appears. The reaction mixture is then brought gradually to 60° C.; after the addition of 300 ml of heptane, it is then brought to reflux. The whole of the vapour is condensed by means of a Dean and Stark apparatus....